From a dataset of the Open Reaction Database (ORD), a public repository of structured organic reaction records. describe an organic reaction: reactants, conditions, products, and yield The reactants are CC1=C(C=C(C2=C1NC=N2)C#N)[N+](=O)[O-] (7-Methyl-6-nitro-1H-benzimidazole-4-carbonitrile), [H][H] (hydrogen). The reagents and catalysts are [Pt] (Pt/C). The solvent is CN(C)C=O (DMF). The product is NC=1C=C(C2=C(NC=N2)C1C)C#N (6-Amino-7-methyl-1H-benzimidazole-4-carbonitrile). RXN SMILES: [CH3:1][C:2]1[C:7]2[NH:8][CH:9]=[N:10][C:6]=2[C:5]([C:11]#[N:12])=[CH:4][C:3]=1[N+:13]([O-])=O.[H][H]>CN(C=O)C.[Pt]>[NH2:13][C:3]1[CH:4]=[C:5]([C:11]#[N:12])[C:6]2[N:10]=[CH:9][NH:8][C:7]=2[C:2]=1[CH3:1]. Reported procedure: A mixture of 7-Methyl-6-nitro-1H-benzimidazole-4-carbonitrile (24) (1.010 g, 5.0 mmol) and Pt/C (5% Pt/C sulfided, 0.502 g, 50 wt %, C5002 Engelhard Industries) in DMF (75 mL) is hydrogenated at about 40 psi hydrogen pressure at about 50° C. over about 24 hours. The catalyst is removed from the reaction mixture by filtration through a Celite pad and the filtrate is concentrated in vacuo. The residue obtained is triturated in acetonitrile, and filtered to provide 6-Amino-7-methyl-1H-benzimidazole...